Dataset: the Open Reaction Database (ORD), a public repository of structured organic reaction records. Task: describe an organic reaction: reactants, conditions, products, and yield Starting materials: FC(C(C(=O)O)=C)(F)F (α-trifluoromethylacrylic acid), CNC(=O)NC (1,3-dimethylurea). Solvent: CN(C=O)C (dimethylformamide). Reaction conditions: temperature 90 celsius, time 28 hour. Yields the product CN1C(=O)N(C(=O)C(C1)C(F)(F)F)C (1,3-dimethyl-5-trifluoromethyl-5,6-dihydrouracil). Yield: 81.9%. As a reaction SMILES: [F:1][C:2]([F:9])([F:8])[C:3](=[CH2:7])[C:4](O)=[O:5].[CH3:10][NH:11][C:12]([NH:14][CH3:15])=[O:13]>CN(C)C=O>[CH3:10][N:11]1[CH2:7][CH:3]([C:2]([F:9])([F:8])[F:1])[C:4](=[O:5])[N:14]([CH3:15])[C:12]1=[O:13]. Procedure details: A mixture of α-trifluoromethylacrylic acid (700 mg; 5.0 mmoles) and 1,3-dimethylurea (441 mg; 5.0 mmoles) in dimethylformamide (DMF) (3 ml) was heated at 90° C. with stirring for 28 hours. DMF was evaporated under reduced pressure, and the residue was purified by a column chromatography on silicagel (chloroform) to give 861 mg (yield: 82%) of 1,3-dimethyl-5-trifluoromethyl-5,6-dihydrouracil (OF-1). Reactants: ClC1=CC=C(C(=O)C2=C(C=C(N2C)CC#N)C)C=C1 (5-(p-chlorobenzoyl)-1,4-dimethylpyrrole-2-acetonitrile), O1CCCC1 (tetrahydrofuran), C(C)S (ethyl mercaptan). Run at temperature -25 celsius, time 1.5 hour. Yields the product C(C)C=1N(C(=C(C1)C)C(C1=CC=C(C=C1)Cl)=O)C.S1C(=CC=C1)CC(=O)[O-] (ethyl 5-(p-chlorobenzoyl)-1,4-dimethylpyrrole 2-thiolacetate). The yield is 33.5%. RXN SMILES: [Cl:1][C:2]1[CH:19]=[CH:18][C:5]([C:6]([C:8]2[N:12]([CH3:13])[C:11]([CH2:14][C:15]#N)=[CH:10][C:9]=2[CH3:17])=[O:7])=[CH:4][CH:3]=1.[CH2:20]([SH:22])[CH3:21].[O:23]1[CH2:27][CH2:26][CH2:25][CH2:24]1>>[CH2:14]([C:11]1[N:12]([CH3:13])[C:8]([C:6](=[O:7])[C:5]2[CH:18]=[CH:19][C:2]([Cl:1])=[CH:3][CH:4]=2)=[C:9]([CH3:17])[CH:10]=1)[CH3:15].[S:22]1[CH:20]=[CH:21][CH:24]=[C:25]1[CH2:26][C:27]([O-:23])=[O:7] |f:3.4|. Reported procedure: To a dry 100 ml 3-necked round-bottom flask under nitrogen is added 5-(p-chlorobenzoyl)-1,4-dimethylpyrrole-2-acetonitrile (1.4 g. 0.0051 mole) and 25 ml of dry tetrahydrofuran (THF). The solution is cooled to -25° C., ethyl mercaptan (0.39 ml, 0.0051 mole) is added, and hydrogen chloride is bubbled into the reaction mixture. After 1.5 hrs the reaction mixture is saturated with HC1 and the temperature is raised to and maintained at 0° C. for three hrs. The reaction mixture is then poured into to... Procedure: Under the same conditions as the method for synthesizing Compound A3-1 and Compound A4, the title compound was prepared from 3,4-dihydro-1H-naphthalen-2-one (560 mg). Starting materials: C1C(CCC2=CC=CC=C12)=O (3,4-dihydro-1H-naphthalen-2-one), BrC1=CC=C2C=3C(C4=C(C(C3NC2=C1)(C)C)C=C(C=C4)OC)=O (3-Bromo-8-methoxy-6,6-dimethyl-5,6-dihydrobenzo[b]carbazol-11-one). Product: BrC1=CC=C2C=3C(C4=C(C(C3NC2=C1)(C)C)C=CC=C4)=O (3-Bromo-6,6-dimethyl-5,6-dihydro-benzo[b]carbazol-11-one). RXN SMILES: [Br:1][C:2]1[CH:14]=[C:13]2[C:5]([C:6]3[C:7](=[O:23])[C:8]4[CH:20]=[CH:19][C:18](OC)=[CH:17][C:9]=4[C:10]([CH3:16])([CH3:15])[C:11]=3[NH:12]2)=[CH:4][CH:3]=1.C1C2C(=CC=CC=2)CCC1=O>>[Br:1][C:2]1[CH:14]=[C:13]2[C:5]([C:6]3[C:7](=[O:23])[C:8]4[CH:20]=[CH:19][CH:18]=[CH:17][C:9]=4[C:10]([CH3:15])([CH3:16])[C:11]=3[NH:12]2)=[CH:4][CH:3]=1. Reactants: C(=O)(OC(C)(C)C)N1C[C@H]2N(CC1)C[C@@H](CC2)CO ((7R,9aS)-N-BOC-7-hydroxymethyl-2,3,4,6,7,8,9,9a-octahydro-1H-pyrido[1,2-a]pyrazine), FC=1C=C(C=C(C1)F)O (3,5-difluorophenol), ClC1=NC=C(C=C1)Cl (2,5-dichloropyridine). The product is O(C1=CC=CC=C1)C[C@@H]1CC[C@@H]2N(CCN(C2)C2=NC=C(C=C2)Cl)C1 ((7R,9aS)-7-Phenoxymethyl-2-(5-chloropyridin-2-yl)-2,3,4,6,7,8,9,9a-octahydro-1H-pyrido[1,2-a]pyrazine). Reaction SMILES: [C:1]([N:8]1[CH2:13][CH2:12][N:11]2[CH2:14][C@H:15]([CH2:18][OH:19])[CH2:16][CH2:17][C@H:10]2[CH2:9]1)(OC(C)(C)C)=O.F[C:21]1[CH:22]=[C:23](O)[CH:24]=[C:25](F)[CH:26]=1.ClC1[CH:35]=[CH:34][C:33]([Cl:36])=[CH:32][N:31]=1>>[O:19]([CH2:18][C@H:15]1[CH2:14][N:11]2[CH2:12][CH2:13][N:8]([C:1]3[CH:35]=[CH:34][C:33]([Cl:36])=[CH:32][N:31]=3)[CH2:9][C@@H:10]2[CH2:17][CH2:16]1)[C:26]1[CH:25]=[CH:24][CH:23]=[CH:22][CH:21]=1. Procedure details: A mixture of (7R,9aS)-N-BOC-7-hydroxymethyl-2,3,4,6,7,8,9,9a-octahydro-1H-pyrido[1,2-a]pyrazine (WO 93/25552) and 3,5-difluorophenol were coupled followed by N-BOC deprotection according to Preparation 9. The product from this reaction was coupled with 2,5-dichloropyridine according to Preparation 11 to give the title compound. mp (—HCl) 260-261° C. HRMS calcd for C20H22ClF2N3O: 393.1419, found: 393.1410.